Dataset: the Open Reaction Database (ORD), a public repository of structured organic reaction records. Task: describe an organic reaction: reactants, conditions, products, and yield Starting materials: CN(Cc1ccc(C(C)(C)C)cc1)Cc1cccc(Br)c1, [Li]CCCC, CCCCCC, CCC=O, [Cl-], [NH4+]. The product is CCC(O)c1cccc(CN(C)Cc2ccc(C(C)(C)C)cc2)c1. As a reaction SMILES: [C:1]([CH3:2])([CH3:3])([CH3:4])[c:5]1[cH:6][cH:7][c:8]([CH2:9][N:10]([CH3:11])[CH2:12][c:13]2[cH:14][c:15]([Br:19])[cH:16][cH:17][cH:18]2)[cH:20][cH:21]1.[CH2:22]([Li:23])[CH2:24][CH2:25][CH3:26].[CH3:27][CH2:28][CH2:29][CH2:30][CH2:31][CH3:32].[CH:33]([CH2:34][CH3:35])=[O:36].[Cl-:37].[NH4+:38]>>[C:1]([CH3:2])([CH3:3])([CH3:4])[c:5]1[cH:6][cH:7][c:8]([CH2:9][N:10]([CH3:11])[CH2:12][c:13]2[cH:14][c:15]([CH:33]([CH2:34][CH3:35])[OH:36])[cH:16][cH:17][cH:18]2)[cH:20][cH:21]1.